Dataset: the Open Reaction Database (ORD), a public repository of structured organic reaction records. Task: describe an organic reaction: reactants, conditions, products, and yield The reactants are FC1=CC(=C(OC=2C(=NC(=NC2)N)N)C=C1I)C(C)C (5-(4-fluoro-5-iodo-2-isopropyl-phenoxy)-pyrimidine -2,4-diamine), C(#C)C=1C(=CC(=C(OC=2C(=NC(=NC2)N)N)C1)C(C)C)F (5-(5-Ethynyl-4-fluoro-2-isopropyl-phenoxy)-pyrimidine -2,4-diamine). The product is FC1=CC(=C(OC=2C(=NC(=NC2)N)N)C=C1C#CC)C(C)C (5-(4-Fluoro-2-isopropyl-5-prop-1-ynyl-phenoxy)-pyrimidine-2,4-diamine). As a reaction SMILES: [F:1][C:2]1[C:16](I)=[CH:15][C:5]([O:6][C:7]2[C:8]([NH2:14])=[N:9][C:10]([NH2:13])=[N:11][CH:12]=2)=[C:4]([CH:18]([CH3:20])[CH3:19])[CH:3]=1.[C:21]([C:23]1C(F)=CC(C(C)C)=C(C=1)OC1C(N)=NC(N)=NC=1)#[CH:22]>>[F:1][C:2]1[C:16]([C:22]#[C:21][CH3:23])=[CH:15][C:5]([O:6][C:7]2[C:8]([NH2:14])=[N:9][C:10]([NH2:13])=[N:11][CH:12]=2)=[C:4]([CH:18]([CH3:20])[CH3:19])[CH:3]=1. Procedure: Similarly prepared from 5-(4-fluoro-5-iodo-2-isopropyl-phenoxy)-pyrimidine -2,4-diamine using the procedure of step 8 of example 1 was 5-(5-Ethynyl-4-fluoro-2-isopropyl-phenoxy)-pyrimidine -2,4-diamine, MS (M+H)=289. Reactants: [BH4-], CC(C)COC(=O)Cl, C1CCOC1, COC(=O)c1ccc(C(=O)O)cc1-c1ccccc1, CN1CCOCC1, [Na+], [Na+], O=C([O-])O. Product: COC(=O)c1ccc(CO)cc1-c1ccccc1. As a reaction SMILES: [BH4-:35].[CH2:27]([O:28][C:29]([Cl:30])=[O:31])[CH:32]([CH3:33])[CH3:34].[CH2:42]1[O:43][CH2:44][CH2:45][CH2:46]1.[CH3:1][O:2][C:3]([c:4]1[c:5](-[c:13]2[cH:14][cH:15][cH:16][cH:17][cH:18]2)[cH:6][c:7]([C:8](=[O:9])[OH:10])[cH:11][cH:12]1)=[O:19].[CH3:20][N:21]1[CH2:22][CH2:23][O:24][CH2:25][CH2:26]1.[Na+:36].[Na+:41].[O-:37][C:38]([OH:39])=[O:40]>>[CH3:1][O:2][C:3]([c:4]1[c:5](-[c:13]2[cH:14][cH:15][cH:16][cH:17][cH:18]2)[cH:6][c:7]([CH2:8][OH:9])[cH:11][cH:12]1)=[O:19]. The reactants are C1(CC1)NCC1=C2C(=NC=C1)N(C(=C2)C2=CN(C=1C2=NC(=C(C1)OC)OC)C)S(=O)(=O)C1=CC=C(C=C1)C (cyclopropyl-[2-(5,6-dimethoxy-1-methyl-1H-pyrrolo[3,2-b]pyridin-3-yl)-1-(toluene-4-sulfonyl)-1H-pyrrolo[2,3-b]pyridin-4-ylmethyl]amine), [OH-].[K+] (potassium hydroxide). Run in O (water), O (water), ClCCl (dichloromethane), CO (methanol). Product: C1(CC1)NCC1=C2C(=NC=C1)NC(=C2)C2=CN(C=1C2=NC(=C(C1)OC)OC)C (cyclopropyl-[2-(5,6-dimethoxy-1-methyl-1H-pyrrolo[3,2-b]pyridin-3-yl)-1H-pyrrolo[2,3-b]pyridin-4-ylmethyl]amine). Isolated yield 96.0%. As a reaction SMILES: [CH:1]1([NH:4][CH2:5][C:6]2[CH:11]=[CH:10][N:9]=[C:8]3[N:12](S(C4C=CC(C)=CC=4)(=O)=O)[C:13]([C:15]4[C:19]5=[N:20][C:21]([O:26][CH3:27])=[C:22]([O:24][CH3:25])[CH:23]=[C:18]5[N:17]([CH3:28])[CH:16]=4)=[CH:14][C:7]=23)[CH2:3][CH2:2]1.[OH-].[K+]>CO.O.ClCCl>[CH:1]1([NH:4][CH2:5][C:6]2[CH:11]=[CH:10][N:9]=[C:8]3[NH:12][C:13]([C:15]4[C:19]5=[N:20][C:21]([O:26][CH3:27])=[C:22]([O:24][CH3:25])[CH:23]=[C:18]5[N:17]([CH3:28])[CH:16]=4)=[CH:14][C:7]=23)[CH2:2][CH2:3]1 |f:1.2|. Procedure details: To a solution of 0.11 g of cyclopropyl-[2-(5,6-dimethoxy-1-methyl-1H-pyrrolo[3,2-b]pyridin-3-yl)-1-(toluene-4-sulfonyl)-1H-pyrrolo[2,3-b]pyridin-4-ylmethyl]amine in 20 cm3 of methanol, at a temperature in the region of 20° C., is added 1 cm3 of 5N potassium hydroxide. The reaction medium is refluxed for 24 hours. After cooling, the reaction medium is concentrated under reduced pressure. The residue obtained is taken up in 20 cm3 of water. The solid formed is filtered off on a sinter funnel. The ... Reactants: S(=O)(=O)([O-])[O-].[Na+].[Na+] (sodium sulphate), NC=1C=C2C(C(=CN(C2=NC1)CC)C(=O)OCC)=O (ethyl 6-amino-1-ethyl-4-oxo-1,8-naphthyridine-3-carboxylate), S(=O)(=O)([O-])[O-].[Na+].[Na+] (sodium sulphate), C1C(CC2=CC=CC=C12)=O (2-indanone), C(C)(=O)O[BH-](OC(C)=O)OC(C)=O.[Na+] (sodium triacetoxy borohydride), C(C)(=O)O[BH-](OC(C)=O)OC(C)=O.[Na+] (sodium triacetoxy borohydride), C([O-])(O)=O.[Na+] (sodium bicarbonate), C1C(CC2=CC=CC=C12)=O (2-Indanone). The solvent is ClCCCl (1,2-dichloroethane), C(C)(=O)O (acetic acid). Run at temperature 2.5 celsius, time 25 minute. The product is C(C)N1C=C(C(C2=CC(=CN=C12)NC1CC2=CC=CC=C2C1)=O)C(=O)OCC (Ethyl 1-ethyl-6-(indan-2-ylamino)-4-oxo-1,8-naphthyridine-3-carboxylate). Reaction SMILES: S([O-])([O-])(=O)=O.[Na+].[Na+].[NH2:8][C:9]1[CH:10]=[C:11]2[C:16](=[N:17][CH:18]=1)[N:15]([CH2:19][CH3:20])[CH:14]=[C:13]([C:21]([O:23][CH2:24][CH3:25])=[O:22])[C:12]2=[O:26].[CH2:27]1[C:35]2[C:30](=[CH:31][CH:32]=[CH:33][CH:34]=2)[CH2:29][C:28]1=O.C(O[BH-](OC(=O)C)OC(=O)C)(=O)C.[Na+].C(=O)(O)[O-].[Na+]>C(O)(=O)C.ClCCCl>[CH2:19]([N:15]1[C:16]2[C:11](=[CH:10][C:9]([NH:8][CH:28]3[CH2:27][C:35]4[C:30](=[CH:31][CH:32]=[CH:33][CH:34]=4)[CH2:29]3)=[CH:18][N:17]=2)[C:12](=[O:26])[C:13]([C:21]([O:23][CH2:24][CH3:25])=[O:22])=[CH:14]1)[CH3:20] |f:0.1.2,5.6,7.8|. Procedure: 1,2-dichloroethane (118.8 L), sodium sulphate (19.3 kg) and ethyl 6-amino-1-ethyl-4-oxo-1,8-naphthyridine-3-carboxylate (3.6 kg) were added sequentially to the reactor at 25-30° C. under a nitrogen atmosphere and cooled to 0-5° C. 2-Indanone (1.80 kg) was added to the reaction mixture under stirring at 0-5° C., followed by slow addition of acetic acid (136.8 L) keeping temperature at 0-5° C. The reaction mixture was stirred at 0-5° C. for 10-15 minutes. 13.8 L of sodium triacetoxy borohydride so... Reactants: ClC1=C(C=CC=C1C(F)(F)F)C(=O)N1CC2=C(CC1)C(=NN2)I (6-{[2-Chloro-3-(trifluoromethyl)phenyl]carbonyl}-3-iodo-4,5,6,7-tetrahydro-1H-pyrazolo[3,4-c]pyridine), ClC1=C(C=CC=C1C(F)(F)F)C(=O)N1CC2=C(CC1)C(=NN2C2OCCCC2)I (6-{[2-Chloro-3-(trifluoromethyl)phenyl]carbonyl}-3-iodo-1-(tetrahydro-2H-pyran-2-yl)-4,5,6,7-tetrahydro-1H-pyrazolo[3,4-c]pyridine), C(CCC)[Sn](C1=NC=CN=C1)(CCCC)CCCC (2-tributylstannylpyrazine), [Cl-].[Li+] (lithium chloride). Reagents/catalysts: C=1C=CC(=CC1)[P](C=2C=CC=CC2)(C=3C=CC=CC3)[Pd]([P](C=4C=CC=CC4)(C=5C=CC=CC5)C=6C=CC=CC6)([P](C=7C=CC=CC7)(C=8C=CC=CC8)C=9C=CC=CC9)[P](C=1C=CC=CC1)(C=1C=CC=CC1)C=1C=CC=CC1 (tetrakis(triphenylphosphine)palladium(0)). The solvent is O1CCOCC1 (1,4-dioxane), O (water), CCOC(=O)C (EtOAc), [F-].[K+] (potassium fluoride). Conditions: temperature 170 celsius, time 3 hour. Yields the product ClC1=C(C=CC=C1C(F)(F)F)C(=O)N1CC=2C(CC1)=C(NN2)C2=NC=CN=C2 (6-{[2-Chloro-3-(trifluoromethyl)phenyl]carbonyl}-3-pyrazin-2-yl-4,5,6,7-tetrahydro-2H-pyrazolo[3,4-c]pyridine). RXN SMILES: [Cl:1][C:2]1[C:7]([C:8]([F:11])([F:10])[F:9])=[CH:6][CH:5]=[CH:4][C:3]=1[C:12]([N:14]1[CH2:19][CH2:18][C:17]2[C:20](I)=[N:21][NH:22][C:16]=2[CH2:15]1)=[O:13].ClC1C(C(F)(F)F)=CC=CC=1C([N:37]1CCC2C(I)=N[N:45]([CH:46]3[CH2:51]CCCO3)[C:39]=2[CH2:38]1)=O.C([Sn](CCCC)(CCCC)C1C=NC=CN=1)CCC.[Cl-].[Li+]>O1CCOCC1.O.CCOC(C)=O.[F-].[K+].C1C=CC([P]([Pd]([P](C2C=CC=CC=2)(C2C=CC=CC=2)C2C=CC=CC=2)([P](C2C=CC=CC=2)(C2C=CC=CC=2)C2C=CC=CC=2)[P](C2C=CC=CC=2)(C2C=CC=CC=2)C2C=CC=CC=2)(C2C=CC=CC=2)C2C=CC=CC=2)=CC=1>[Cl:1][C:2]1[C:7]([C:8]([F:11])([F:10])[F:9])=[CH:6][CH:5]=[CH:4][C:3]=1[C:12]([N:14]1[CH2:19][CH2:18][C:17]2=[C:20]([C:39]3[CH:38]=[N:37][CH:51]=[CH:46][N:45]=3)[NH:21][N:22]=[C:16]2[CH2:15]1)=[O:13] |f:3.4,8.9,^1:92,94,113,132|. Procedure: To a solution of 6-{[2-Chloro-3-(trifluoromethyl)phenyl]carbonyl}-3-iodo-4,5,6,7-tetrahydro-1H-pyrazolo[3,4-c]pyridine (Intermediate 57) (47 mg, 0.103 mmol) in 1,4-dioxane (1 mL) was added 2-tributylstannylpyrazine (0.041 mL, 0.124 mmol), lithium chloride (4 mg, 0.103 mmol) and tetrakis(triphenylphosphine)palladium(0) (119 mg, 0.103 mmol). The reaction was allowed to stir overnight at 110° C. and an additional 3 h in a microwave reactor at 170° C. The reaction was diluted with water and EtOAc an... The reactants are CI, COc1ccc2[nH]ccc2c1, [K+], CN(C)C=O, [OH-]. The product is COc1ccc2c(ccn2C)c1. Reaction SMILES: [CH3:14][I:15].[CH3:1][O:2][c:3]1[cH:4][c:5]2[cH:6][cH:7][nH:8][c:9]2[cH:10][cH:11]1.[K+:13].[O:16]=[CH:17][N:18]([CH3:19])[CH3:20].[OH-:12]>>[CH3:1][O:2][c:3]1[cH:4][c:5]2[cH:6][cH:7][n:8]([CH3:14])[c:9]2[cH:10][cH:11]1.